The task is: describe an organic reaction: reactants, conditions, products, and yield. This data is from the Open Reaction Database (ORD), a public repository of structured organic reaction records. The reactants are [Al+3], [H-], [H-], [H-], [H-], [Li+], C1CCOC1, O=C1OCCn2nc(-c3ccccn3)c(-c3ccnc4ccccc34)c21. Product: OCCn1nc(-c2ccccn2)c(-c2ccnc3ccccc23)c1CO. As a reaction SMILES: [Al+3:28].[H-:27].[H-:30].[H-:31].[H-:32].[Li+:29].[O:33]1[CH2:34][CH2:35][CH2:36][CH2:37]1.[n:1]1[c:2](-[c:7]2[n:8][n:9]3[c:10]([c:16]2-[c:17]2[cH:18][cH:19][n:20][c:21]4[cH:22][cH:23][cH:24][cH:25][c:26]24)[C:11](=[O:15])[O:12][CH2:13][CH2:14]3)[cH:3][cH:4][cH:5][cH:6]1>>[n:1]1[c:2](-[c:7]2[n:8][n:9]([CH2:14][CH2:13][OH:12])[c:10]([CH2:11][OH:15])[c:16]2-[c:17]2[cH:18][cH:19][n:20][c:21]3[cH:22][cH:23][cH:24][cH:25][c:26]23)[cH:3][cH:4][cH:5][cH:6]1. Starting materials: C#CC1(OC(C)=O)CCCCC1, NCCO. Product: C#CC1(NCCO)CCCCC1. RXN SMILES: [C:1]([O:2][C:5]1([C:11]#[CH:12])[CH2:6][CH2:7][CH2:8][CH2:9][CH2:10]1)(=[O:3])[CH3:4].[NH2:13][CH2:14][CH2:15][OH:16]>>[C:5]1([C:11]#[CH:12])([NH:13][CH2:14][CH2:15][OH:16])[CH2:6][CH2:7][CH2:8][CH2:9][CH2:10]1. The reactants are NC(N)=NC=1SC=C(N1)C=1NC(SC1COC)=N (2-(diaminomethyleneamino)-4-[2-(imino)(methoxy)methylthiazol-4-yl]thiazole), S(=O)(=O)(N)N (sulfamide). Run in COCCO (2-methoxyethanol). Conditions: temperature 70 celsius. Yields the product NC=1SC(=C(N1)C=1N=C(SC1)N=C(N)N)C=NS(=O)(=O)N (4-[2-(amino)(aminosulfonylimino)methylthiazol-4-yl]-2-(diaminomethyleneamino)thiazole). Yield: 28.7%. Reaction SMILES: [NH2:1][C:2](=[N:4][C:5]1[S:6][CH:7]=[C:8]([C:10]2[NH:11][C:12](=[NH:18])[S:13][C:14]=2[CH2:15]OC)[N:9]=1)[NH2:3].[S:19]([NH2:23])([NH2:22])(=[O:21])=[O:20]>COCCO>[NH2:18][C:12]1[S:13][C:14]([CH:15]=[N:22][S:19]([NH2:23])(=[O:21])=[O:20])=[C:10]([C:8]2[N:9]=[C:5]([N:4]=[C:2]([NH2:3])[NH2:1])[S:6][CH:7]=2)[N:11]=1. Procedure details: A suspension of 2-(diaminomethyleneamino)-4-[2-(imino)(methoxy)methylthiazol-4-yl]thiazole (1.0 g) and sulfamide (1.36 g) in a 2-methoxyethanol (10 ml) was heated at 70° C. for 7 hours. The resulting precipitate was removed by filtration. The filtrate was chromatographed on a silica gel column eluting with ethyl acetate:methanol=3:1. Recrystallization from a mixture of N,N-dimethylformamide and water afforded 4-[2-(amino)(aminosulfonylimino)methylthiazol-4-yl]-2-(diaminomethyleneamino)thiazole (... Starting materials: CO, Clc1ccccc1Cl, NCCN, O=C(O)c1ccccc1S. The product is Sc1ccccc1C1=NCCN1. As a reaction SMILES: [CH3:15][OH:16].[Cl:17][c:18]1[c:19]([Cl:20])[cH:21][cH:22][cH:23][cH:24]1.[NH2:11][CH2:12][CH2:13][NH2:14].[OH:1][C:2](=[O:3])[c:4]1[cH:5][cH:6][cH:7][cH:8][c:9]1[SH:10]>>[C:2]1([c:4]2[cH:5][cH:6][cH:7][cH:8][c:9]2[SH:10])=[N:14][CH2:13][CH2:12][NH:11]1. Procedure: A mixture of 2,3,5-trichloro-phenyl boronic acid (12 g, 53 mmol) and 4,6-dichloro-pyrimidin-2-yl-amine (10.5 g, 64 mmol) in ethylene glycol dimethyl ether (300 ml) under Argon atmosphere was stirred for 30 minutes. A mixture of palladium (II) acetate (1.8 g, 8 mmol), a solution of sodium carbonate (28.2 g, 270 mmol) in water (100 ml), and triphenylphosphine (4.2 g, 16 mmol) were added and the mixture was stirred for 18 hours. The mixture was treated with acetone (500 ml), filtered through a pad ... Reactants: ClC1=C(C=C(C=C1Cl)Cl)B(O)O (2,3,5-trichloro-phenyl boronic acid), ClC1=NC(=NC(=C1)Cl)N (4,6-dichloro-pyrimidin-2-yl-amine), C([O-])([O-])=O.[Na+].[Na+] (sodium carbonate), C1(=CC=CC=C1)P(C1=CC=CC=C1)C1=CC=CC=C1 (triphenylphosphine). Product: Cl.ClC1=NC(=NC(=C1)C1=C(C(=CC(=C1)Cl)Cl)Cl)N (4-chloro-6-(2,3,5-trichloro-phenyl)-pyrimidin-2-yl-amine-hydrochloride salt). Reagents/catalysts: C(C)(=O)[O-].[Pd+2].C(C)(=O)[O-] (palladium (II) acetate). Reaction conditions: time 30 minute. Solvent: CC(=O)C (acetone), COCCOC (ethylene glycol dimethyl ether), O (water). As a reaction SMILES: [Cl:1][C:2]1[C:7]([Cl:8])=[CH:6][C:5]([Cl:9])=[CH:4][C:3]=1B(O)O.[Cl:13][C:14]1[CH:19]=[C:18](Cl)[N:17]=[C:16]([NH2:21])[N:15]=1.C(=O)([O-])[O-].[Na+].[Na+].C1(P(C2C=CC=CC=2)C2C=CC=CC=2)C=CC=CC=1>COCCOC.O.C([O-])(=O)C.[Pd+2].C([O-])(=O)C.CC(C)=O>[ClH:1].[Cl:13][C:14]1[CH:19]=[C:18]([C:3]2[CH:4]=[C:5]([Cl:9])[CH:6]=[C:7]([Cl:8])[C:2]=2[Cl:1])[N:17]=[C:16]([NH2:21])[N:15]=1 |f:2.3.4,8.9.10,12.13|. The yield is 40.4%. Reactants: BrC1=C(C=CC=C1)N1NN=NC1=O (1-(2-bromophenyl)-1,2-dihydro-5H-tetrazol-5-one), CN(C(=O)Cl)C1CCSCC1 (N-methyl-N-(tetrahydro-2H-thiopyran-4-yl)carbamoyl chloride). The reagents and catalysts are CN(C1=CC=NC=C1)C (4-dimethylaminopyridine). Product: CN(C(=O)N1N=NN(C1=O)C1=C(C=CC=C1)Br)C1CCSCC1 (N-methyl-N-(tetrahydro-2H-thiopyran-4-yl)-4-(2-bromophenyl)-4,5-dihydro-1H-tetrazol-5-one-1-carboxamide). RXN SMILES: [Br:1][C:2]1[CH:7]=[CH:6][CH:5]=[CH:4][C:3]=1[N:8]1[C:12](=[O:13])[N:11]=[N:10][NH:9]1.[CH3:14][N:15]([CH:19]1[CH2:24][CH2:23][S:22][CH2:21][CH2:20]1)[C:16](Cl)=[O:17]>CN(C)C1C=CN=CC=1>[CH3:14][N:15]([CH:19]1[CH2:24][CH2:23][S:22][CH2:21][CH2:20]1)[C:16]([N:11]1[C:12](=[O:13])[N:8]([C:3]2[CH:4]=[CH:5][CH:6]=[CH:7][C:2]=2[Br:1])[N:9]=[N:10]1)=[O:17]. Procedure details: Similarly to the process described in Example 1, 2.5 g (10 mmol) of 1-(2-bromophenyl)-1,2-dihydro-5H-tetrazol-5-one, 2 g (10 mmol) of N-methyl-N-(tetrahydro-2H-thiopyran-4-yl)carbamoyl chloride and 1.5 g (12 mmol) of 4-dimethylaminopyridine were reacted. Yield 2.5 g. Starting materials: Cl (hydrochloric acid), CC(C)(C)C1=NC(=NC(=C1O)C(C)(C)C)C=C1C(NC(S1)=S)=O (5-[[4,6-bis(1,1-dimethylethyl)-5-hydroxy-2-pyrimidinyl]methylene]-2-thioxo-4-thiazolidinone), C(C)(C)N(CC)C(C)C (diisopropylethylamine), CI (methyl iodide). The solvent is [Cl-].[Na+].O (brine), O1CCCC1 (tetrahydrofuran), C(C)(=O)OCC (ethyl acetate). Run at time 16 hour. Yields the product CC(C)(C)C1=NC(=NC(=C1O)C(C)(C)C)C=C1C(N=C(S1)SC)=O (5-[[4,6-Bis(1,1-dimethylethyl)-5-hydroxy-2-pyrimidinyl]methylene]-2-(methylthio)-4(5H)-thiazolone). Yield: 59.5%. RXN SMILES: [CH3:1][C:2]([C:5]1[C:10]([OH:11])=[C:9]([C:12]([CH3:15])([CH3:14])[CH3:13])[N:8]=[C:7]([CH:16]=[C:17]2[S:21][C:20](=[S:22])[NH:19][C:18]2=[O:23])[N:6]=1)([CH3:4])[CH3:3].[CH:24](N(C(C)C)CC)(C)C.CI.Cl>O1CCCC1.C(OCC)(=O)C.[Cl-].[Na+].O>[CH3:15][C:12]([C:9]1[C:10]([OH:11])=[C:5]([C:2]([CH3:1])([CH3:3])[CH3:4])[N:6]=[C:7]([CH:16]=[C:17]2[S:21][C:20]([S:22][CH3:24])=[N:19][C:18]2=[O:23])[N:8]=1)([CH3:13])[CH3:14] |f:6.7.8|. Procedure: To a solution of 5-[[4,6-bis(1,1-dimethylethyl)-5-hydroxy-2-pyrimidinyl]methylene]-2-thioxo-4-thiazolidinone (1.00 g, 2.85 mmol) and diisopropylethylamine (0.75 g, 5.8 mmol) in tetrahydrofuran (20 mL) under nitrogen atmosphere is added methyl iodide (0.80 g, 5.6 mmol). The resulting mixture is stirred 16 hours, diluted with ethyl acetate, and with aqueous 1N hydrochloric acid solution and brine. The organic phase is dried over magnesium sulfate, concentrated, and purified by flash chromatography...